This data is from the Open Reaction Database (ORD), a public repository of structured organic reaction records. The task is: describe an organic reaction: reactants, conditions, products, and yield The reactants are P(C1=CC=CC=C1)(C1=CC=CC=C1)CCP(C1=CC=CC=C1)C1=CC=CC=C1 ((C6H5)2PCH2CH2P(C6H5)2), P(C1=CC=CC=C1)(C1=CC=CC=C1)CP(C1=CC=CC=C1)C1=CC=CC=C1 ((C6H5)2PCH2P(C6H5)2), [(C6H5)2PCH2CH2 ]2P(C6H5), P(CC)(CC)CCP(CC)CC ((CH3CH2)2PCH2CH2P(CH2CH3)2), P(C)(C)CCP(C)C ((CH3)2PCH2CH2P(CH3)2). The product is P(C1=CC=CC=C1)(C1=CC=CC=C1)C=CP(C1=CC=CC=C1)C1=CC=CC=C1 ((C6H5)2PCHCHP(C6H5)2). RXN SMILES: [P:1]([CH2:14][CH2:15][P:16]([C:23]1[CH:28]=[CH:27][CH:26]=[CH:25][CH:24]=1)[C:17]1[CH:22]=[CH:21][CH:20]=[CH:19][CH:18]=1)([C:8]1[CH:13]=[CH:12][CH:11]=[CH:10][CH:9]=1)[C:2]1[CH:7]=[CH:6][CH:5]=[CH:4][CH:3]=1.P(CCP(CC)CC)(CC)CC.P(CCP(C)C)(C)C.P(CP(C1C=CC=CC=1)C1C=CC=CC=1)(C1C=CC=CC=1)C1C=CC=CC=1>>[P:1]([CH:14]=[CH:15][P:16]([C:17]1[CH:18]=[CH:19][CH:20]=[CH:21][CH:22]=1)[C:23]1[CH:24]=[CH:25][CH:26]=[CH:27][CH:28]=1)([C:8]1[CH:13]=[CH:12][CH:11]=[CH:10][CH:9]=1)[C:2]1[CH:3]=[CH:4][CH:5]=[CH:6][CH:7]=1. Procedure details: (C6H5)2PCH2CH2P(C6H5)2 ; (CH3CH2)2PCH2CH2P(CH2CH3)2 ; (CH3)2PCH2CH2P(CH3)2; (C6H5)2PCH2P(C6H5)2 ; and [(C6H5)2PCH2CH2 ]2P(C6H5). The reactants are C1(=C(C=CC=C1)C1(C2=CC3=CC=C4C(=C3C=C2C(C2=CC3=CC=CC=C3C=C12)(O)C1=C(C=CC=C1)C1=CC=CC=C1)C=CC=C4)O)C4=CC=CC=C4 (8,15-bis(p-biphenylyl)-8,15-dihydro-8,15-dihydroxybenzo[a]-pentacene), aqueous solution, I (hydrogen iodide), saturated aqueous solution, C(O)([O-])=O.[Na+] (sodium hydrogencarbonate). Solvent: ClCCl (dichloromethane), C(C)(C)OC(C)C (isopropyl ether). Reaction conditions: time 5 minute. Product: C1(=C(C=CC=C1)C=1C2=CC3=CC=C4C(=C3C=C2C(=C2C=C3C=CC=CC3=CC12)C1=C(C=CC=C1)C1=CC=CC=C1)C=CC=C4)C4=CC=CC=C4 (8,15-bis(p-biphenylyl)benzo[a]pentacene). The yield is 30.9%. RXN SMILES: [C:1]1([C:47]2[CH:52]=[CH:51][CH:50]=[CH:49][CH:48]=2)[CH:6]=[CH:5][CH:4]=[CH:3][C:2]=1[C:7]1(O)[C:28]2[C:19](=[CH:20][C:21]3[C:26]([CH:27]=2)=[CH:25][CH:24]=[CH:23][CH:22]=3)[C:18]([C:30]2[CH:35]=[CH:34][CH:33]=[CH:32][C:31]=2[C:36]2[CH:41]=[CH:40][CH:39]=[CH:38][CH:37]=2)(O)[C:17]2[C:8]1=[CH:9][C:10]1[C:15]([CH:16]=2)=[C:14]2[CH:42]=[CH:43][CH:44]=[CH:45][C:13]2=[CH:12][CH:11]=1.I.C(=O)([O-])O.[Na+]>C(OC(C)C)(C)C.ClCCl>[C:1]1([C:47]2[CH:52]=[CH:51][CH:50]=[CH:49][CH:48]=2)[CH:6]=[CH:5][CH:4]=[CH:3][C:2]=1[C:7]1[C:8]2[C:17]([C:18]([C:30]3[CH:35]=[CH:34][CH:33]=[CH:32][C:31]=3[C:36]3[CH:37]=[CH:38][CH:39]=[CH:40][CH:41]=3)=[C:19]3[C:28]=1[CH:27]=[C:26]1[C:21]([CH:22]=[CH:23][CH:24]=[CH:25]1)=[CH:20]3)=[CH:16][C:15]1[C:10](=[CH:11][CH:12]=[C:13]3[CH:45]=[CH:44][CH:43]=[CH:42][C:14]3=1)[CH:9]=2 |f:2.3|. Procedure details: In 150 ml of isopropyl ether and 75 ml of dichloromethane, 1.5 g (2.3 mmole) of 8,15-bis(p-biphenylyl)-8,15-dihydro-8,15-dihydroxybenzo[a]-pentacene was suspended. To the obtained suspension, 40 ml of a 57% aqueous solution of hydrogen iodide was added under the refluxing condition and the obtained mixture was stirred for 5 minutes. After the reaction was completed, the reaction solution was added to 500 ml of a saturated aqueous solution of sodium hydrogencarbonate and the obtained mixture was ... Procedure: To the solution of diethylene glycol monomethyl ether (0.75 mL, 6.4 mmol) in DMF (10 mL) was added sodium hydride (0.26 g, 6.4 mmol). After stirring at room temperature for 30 min, 6-iodo-quinoline-3-carbonitrile (example 14c) (1.0 g, 3.18 mmol) was added to the mixture. After further stirring at room temperature for 30 min, ice water was slowly added to the reaction. The reaction was extracted with methylene chloride. The combined organic layers were successively washed with a saturated aqueous... The solvent is CN(C)C=O (DMF). Yield: 46.6%. Reaction conditions: time 30 minute. Starting materials: COCCOCCO (diethylene glycol monomethyl ether), [H-].[Na+] (sodium hydride), ice water, IC=1C=C2C=C(C=NC2=CC1)C#N (6-iodo-quinoline-3-carbonitrile). Reaction SMILES: [CH3:1][O:2][CH2:3][CH2:4][O:5][CH2:6][CH2:7][OH:8].[H-].[Na+].[I:11][C:12]1[CH:13]=[C:14]2[C:19](=[CH:20][CH:21]=1)[N:18]=[CH:17][C:16]([C:22]#[N:23])=[CH:15]2>CN(C=O)C>[I:11][C:12]1[CH:13]=[C:14]2[C:19](=[CH:20][CH:21]=1)[N:18]=[CH:17][C:16]([C:22]#[N:23])=[C:15]2[O:8][CH2:7][CH2:6][O:5][CH2:4][CH2:3][O:2][CH3:1] |f:1.2|. Yields the product IC=1C=C2C(=C(C=NC2=CC1)C#N)OCCOCCOC (6-iodo-4-[2-(2-methoxy-ethoxy)-ethoxy]-quinoline-3-carbonitrile). The reactants are BrC1=C(C=O)C=C(C=C1)O (2-bromo-5-hydroxybenzaldehyde), ClC=1C=C(C=CC1OC)B(O)O (3-chloro-4-methoxyphenylboronic acid), C(=O)([O-])[O-].[Na+].[Na+] (Na2CO3). Reagents/catalysts: [Pd] (palladium). The solvent is AcN H2O. The product is ClC=1C=C(C=CC1OC)C=1C(=CC(=CC1)O)C=O (3′-chloro-4-hydroxy-4′-methoxybiphenyl-2-carbaldehyde). Yield: 93.0%. Reaction SMILES: Br[C:2]1[CH:9]=[CH:8][C:7]([OH:10])=[CH:6][C:3]=1[CH:4]=[O:5].[Cl:11][C:12]1[CH:13]=[C:14](B(O)O)[CH:15]=[CH:16][C:17]=1[O:18][CH3:19].C([O-])([O-])=O.[Na+].[Na+]>[Pd]>[Cl:11][C:12]1[CH:13]=[C:14]([C:2]2[C:3]([CH:4]=[O:5])=[CH:6][C:7]([OH:10])=[CH:8][CH:9]=2)[CH:15]=[CH:16][C:17]=1[O:18][CH3:19] |f:2.3.4|. Procedure: 2-bromo-5-hydroxybenzaldehyde (1 mmol), 3-chloro-4-methoxyphenylboronic acid (1 mmol) and Na2CO3 (2 mmol) were dissolved in AcN/H2O (7:3). Then, palladium tetrakistriphenylphosfine (0.03 mmol) was added and the resulting mixture was refluxed until completion. After concentrating the mixture in vacuo the residue was taken up in water and extracted with AcOEt. The combined organic fractions were dried over Na2SO4, filtered, and evaporated. The crude reaction product was purified by means of flash ...